Dataset: the Open Reaction Database (ORD), a public repository of structured organic reaction records. Task: describe an organic reaction: reactants, conditions, products, and yield Starting materials: O1C(=O)C=CC2=CC=CC=C12 (coumarin), [N+](=O)(O)[O-] (nitric acid). Product: [N+](=O)([O-])C=1C=C2C=CC(OC2=CC1)=O (6-nitrocoumarin). Isolated yield 85.0%. Reaction SMILES: [O:1]1[C:11]2[C:6](=[CH:7][CH:8]=[CH:9][CH:10]=2)[CH:5]=[CH:4][C:2]1=[O:3].[N+:12]([O-])([OH:14])=[O:13]>>[N+:12]([C:8]1[CH:7]=[C:6]2[C:11](=[CH:10][CH:9]=1)[O:1][C:2](=[O:3])[CH:4]=[CH:5]2)([O-:14])=[O:13]. Procedure: In greater detail, coumarin (10 g, 68 mmol) was nitrated as described in the literature with an excess of fuming nitric acid overnight at room temperature to give 6-nitrocoumarin as the only major product. The 6-nitrocoumarin exhibited the following characteristics: Yield 85%. 1H NMR (DMSO-d6): 8.74 (d, J=3 Hz, 1H), 8.42 (dd, J=3, 9 Hz, 1H), 8.24 (d, J=10 Hz, 1H), 7.63 (d, J=9 Hz, 1H), 6.70 (d, J=10 Hz, 1H).